This data is from the Open Reaction Database (ORD), a public repository of structured organic reaction records. The task is: describe an organic reaction: reactants, conditions, products, and yield Reactants: [N+](=O)([O-])C=1C=C(C(=O)N)C=C(C1)OCCCCCCCCCCCCCCCCCC (3-nitro-5-(octadecyloxy)benzamide), [H][H] (hydrogen). The reagents and catalysts are [Pd] (palladium on carbon). Run in C1CCOC1 (THF). Reaction conditions: time 4 hour. The product is NC=1C=C(C(=O)N)C=C(C1)OCCCCCCCCCCCCCCCCCC (3-amino-5-(octadecyloxy)benzamide). Yield: 90.5%. RXN SMILES: [N+:1]([C:4]1[CH:5]=[C:6]([CH:10]=[C:11]([O:13][CH2:14][CH2:15][CH2:16][CH2:17][CH2:18][CH2:19][CH2:20][CH2:21][CH2:22][CH2:23][CH2:24][CH2:25][CH2:26][CH2:27][CH2:28][CH2:29][CH2:30][CH3:31])[CH:12]=1)[C:7]([NH2:9])=[O:8])([O-])=O.[H][H]>[Pd].C1COCC1>[NH2:1][C:4]1[CH:5]=[C:6]([CH:10]=[C:11]([O:13][CH2:14][CH2:15][CH2:16][CH2:17][CH2:18][CH2:19][CH2:20][CH2:21][CH2:22][CH2:23][CH2:24][CH2:25][CH2:26][CH2:27][CH2:28][CH2:29][CH2:30][CH3:31])[CH:12]=1)[C:7]([NH2:9])=[O:8]. Procedure: A mixture of 4.75 g of 3-nitro-5-(octadecyloxy)benzamide and 1.0 g of 10% palladium on carbon in 750 ml of THF was shaken in a hydrogen atmosphere at room temperature until uptake ceased after 4 hours. The catalyst was removed by filtration and the filtrate was concentrated at reduced pressure to a solid which was recrystallized from methanol to give 4.0 g (91% yield, mp 139°-143°) of 3-amino-5-(octadecyloxy)benzamide. The reactants are CCOC(=O)c1cnc2nc(C)c(Br)cc2c1O, [Na+], [OH-], O. Product: Cc1nc2nccc(O)c2cc1Br. As a reaction SMILES: [Br:1][c:2]1[cH:3][c:4]2[c:5]([OH:18])[c:6]([C:13]([O:14][CH2:15][CH3:16])=[O:17])[cH:7][n:8][c:9]2[n:10][c:11]1[CH3:12].[Na+:20].[OH-:19].[OH2:21]>>[Br:1][c:2]1[cH:3][c:4]2[c:5]([OH:18])[cH:6][cH:7][n:8][c:9]2[n:10][c:11]1[CH3:12]. Reactants: C(C)(C)(C)C=1N=C(C2=C(N1)N(N=N2)CC)N2CC(CC2)(F)F (5-tert-Butyl-7-(3,3-difluoro-pyrrolidin-1-yl)-3-ethyl-3H-[1,2,3]triazolo[4,5-d]pyrimidine), C(C)(C)(C)C=1N=C(C2=C(N1)NN=N2)N2CC(CC2)(F)F (5-tert-butyl-7-(3,3-difluoropyrrolidin-1-yl)-3H-[1,2,3]triazolo[4,5-d]pyrimidine), BrCC1CCCCC1 ((bromomethyl)cyclohexane). Yields the product C(C)(C)(C)C=1N=C(C2=C(N1)N(N=N2)CC2CCCCC2)N2CC(CC2)(F)F (5-tert-Butyl-3-cyclohexylmethyl-7-(3,3-difluoro-pyrrolidin-1-yl)-3H-[1,2,3]triazolo[4,5-d]pyrimidine), solid. Yield: 27.0%. As a reaction SMILES: [C:1]([C:5]1[N:6]=[C:7]([N:16]2[CH2:20][CH2:19][C:18]([F:22])([F:21])[CH2:17]2)[C:8]2[N:13]=[N:12][N:11]([CH2:14][CH3:15])[C:9]=2[N:10]=1)([CH3:4])([CH3:3])[CH3:2].C(C1N=C(N2CCC(F)(F)C2)C2N=NNC=2N=1)(C)(C)C.BrC[CH:45]1[CH2:50][CH2:49]C[CH2:47][CH2:46]1>>[C:1]([C:5]1[N:6]=[C:7]([N:16]2[CH2:20][CH2:19][C:18]([F:21])([F:22])[CH2:17]2)[C:8]2[N:13]=[N:12][N:11]([CH2:14][CH:15]3[CH2:49][CH2:50][CH2:45][CH2:46][CH2:47]3)[C:9]=2[N:10]=1)([CH3:2])([CH3:3])[CH3:4]. Procedure: In analogy to the procedure described for the synthesis of 5-tert-butyl-7-(3,3-difluoro-pyrrolidin-1-yl)-3-ethyl-3H-[1,2,3]triazolo[4,5-d]pyrimidine (example 61), the title compound was prepared from 5-tert-butyl-7-(3,3-difluoropyrrolidin-1-yl)-3H-[1,2,3]triazolo[4,5-d]pyrimidine and (bromomethyl)cyclohexane and isolated as white solid (4.2 mg, 27%). MS (m/e): 379.5 (MH+). Starting materials: ClC1=C(C(=CC=C1)Cl)C=1NC(=C(N1)C1=CC=CC=C1)C1=CC=CC=C1 (2-(2',6'-dichlorophenyl)-4,5-diphenylimidazole), ClN1C(CCC1=O)=O (N-chlorosuccinimide). Product: ClN1C(=NC(=C1C1=CC=CC=C1)C1=CC=CC=C1)C1=C(C=CC=C1Cl)Cl (N-Chloro-2-(2',6'-dichlorophenyl)-4,5-diphenylimidazole). RXN SMILES: [Cl:1][C:2]1[CH:7]=[CH:6][CH:5]=[C:4]([Cl:8])[C:3]=1[C:9]1[NH:10][C:11]([C:20]2[CH:25]=[CH:24][CH:23]=[CH:22][CH:21]=2)=[C:12]([C:14]2[CH:19]=[CH:18][CH:17]=[CH:16][CH:15]=2)[N:13]=1.[Cl:26]N1C(=O)CCC1=O>C(Cl)(Cl)(Cl)Cl>[Cl:26][N:13]1[C:12]([C:14]2[CH:19]=[CH:18][CH:17]=[CH:16][CH:15]=2)=[C:11]([C:20]2[CH:21]=[CH:22][CH:23]=[CH:24][CH:25]=2)[N:10]=[C:9]1[C:3]1[C:4]([Cl:8])=[CH:5][CH:6]=[CH:7][C:2]=1[Cl:1]. Procedure details: A mixture of 14.60 g. (0.04 mole) of the 2-(2',6'-dichlorophenyl)-4,5-diphenylimidazole, 5.34 g. (0.04 mole) of N-chlorosuccinimide, and 400 ml of carbon tetrachloride was heated at reflux temperature for 2 hours. The solution was cooled, filtered, and thefiltrate concentrated under vacuum. The resulting solid-oil mixture was triturated with 1-chlorobutane to give a residue of 16.68 g., m.p. 120°-140° C. (broad). The compound proved difficult to recrystallize from common solvents and only aceton... The solvent is C(Cl)(Cl)(Cl)Cl (carbon tetrachloride). Starting materials: FC=1C=CC(=NC1)C1=NOC(=C1/C=C/C=1SC(=CN1)C(=O)O)C (2-{(E)-2-[3-(5-fluoro-pyridin-2-yl)-5-methyl-isoxazol-4-yl]-vinyl}-thiazole-5-carboxylic acid), C(C)N (ethylamine). The product is C(C)NC(=O)C1=CN=C(S1)\C=C\C=1C(=NOC1C)C1=NC=C(C=C1)F (2-{(E)-2-[3-(5-Fluoro-pyridin-2-yl)-5-methyl-isoxazol-4-yl]-vinyl}-thiazole-5-carboxylic acid ethylamide). Isolated yield 78.0%. RXN SMILES: [F:1][C:2]1[CH:3]=[CH:4][C:5]([C:8]2[C:12](/[CH:13]=[CH:14]/[C:15]3[S:16][C:17]([C:20]([OH:22])=O)=[CH:18][N:19]=3)=[C:11]([CH3:23])[O:10][N:9]=2)=[N:6][CH:7]=1.[CH2:24]([NH2:26])[CH3:25]>>[CH2:24]([NH:26][C:20]([C:17]1[S:16][C:15](/[CH:14]=[CH:13]/[C:12]2[C:8]([C:5]3[CH:4]=[CH:3][C:2]([F:1])=[CH:7][N:6]=3)=[N:9][O:10][C:11]=2[CH3:23])=[N:19][CH:18]=1)=[O:22])[CH3:25]. Reported procedure: As described for example 77c, 2-{(E)-2-[3-(5-fluoro-pyridin-2-yl)-5-methyl-isoxazol-4-yl]-vinyl}-thiazole-5-carboxylic acid (83 mg, 0.25 mmol) was converted, using ethylamine (2M solution in THF) instead of 4-aminotetrahydropyran, to the title compound (70 mg, 78%) which was obtained as a yellow solid after purification by chromatography (silica, 0 to 100% ethyl acetate in heptane). MS: m/e=359.1 [M+H]+. Reactants: C=CCBr, CCO, [K+], [OH-], Oc1ccc(C(O)CN2CCN(C(c3ccccc3)c3ccccc3)CC2)cc1. Yields the product C=CCOc1ccc(C(O)CN2CCN(C(c3ccccc3)c3ccccc3)CC2)cc1. As a reaction SMILES: [CH2:30]([CH:31]=[CH2:32])[Br:33].[CH3:36][CH2:37][OH:38].[K+:35].[OH-:34].[c:1]1([CH:7]([N:8]2[CH2:9][CH2:10][N:11]([CH2:14][CH:15]([OH:16])[c:17]3[cH:18][cH:19][c:20]([OH:23])[cH:21][cH:22]3)[CH2:12][CH2:13]2)[c:24]2[cH:25][cH:26][cH:27][cH:28][cH:29]2)[cH:2][cH:3][cH:4][cH:5][cH:6]1>>[c:1]1([CH:7]([N:8]2[CH2:9][CH2:10][N:11]([CH2:14][CH:15]([OH:16])[c:17]3[cH:18][cH:19][c:20]([O:23][CH2:32][CH:31]=[CH2:30])[cH:21][cH:22]3)[CH2:12][CH2:13]2)[c:24]2[cH:25][cH:26][cH:27][cH:28][cH:29]2)[cH:2][cH:3][cH:4][cH:5][cH:6]1. Starting materials: COC=1C=C(CC2N(CCCC3=C2C=C(C(=C3)OC)OC)C(C(=O)O)C3=CC=CC=C3)C=CC1OC ([1-(3,4-dimethoxy-benzyl)-7,8-dimethoxy-1,3,4,5-tetrahydro-benzo[c]azepin-2-yl]-phenyl-acetic acid), CN1C(=NC2=C1C=CC=C2)CN (C-(1-methyl-1H-benzoimidazol-2-yl)-methylamine). Yields the product COC=1C=C(CC2N(CCCC3=C2C=C(C(=C3)OC)OC)C(C(=O)NCC3=NC2=C(N3C)C=CC=C2)C2=CC=CC=C2)C=CC1OC (2-[1-(3,4-Dimethoxy-benzyl)-7,8-dimethoxy-1,3,4,5-tetrahydro-benzo[c]azepin-2-yl]-N-(1-methyl-1H-benzoimidazol-2-ylmethyl)-2-phenyl-acetamide). RXN SMILES: [CH3:1][O:2][C:3]1[CH:4]=[C:5]([CH:32]=[CH:33][C:34]=1[O:35][CH3:36])[CH2:6][CH:7]1[C:13]2[CH:14]=[C:15]([O:20][CH3:21])[C:16]([O:18][CH3:19])=[CH:17][C:12]=2[CH2:11][CH2:10][CH2:9][N:8]1[CH:22]([C:26]1[CH:31]=[CH:30][CH:29]=[CH:28][CH:27]=1)[C:23](O)=[O:24].[CH3:37][N:38]1[C:42]2[CH:43]=[CH:44][CH:45]=[CH:46][C:41]=2[N:40]=[C:39]1[CH2:47][NH2:48]>>[CH3:1][O:2][C:3]1[CH:4]=[C:5]([CH:32]=[CH:33][C:34]=1[O:35][CH3:36])[CH2:6][CH:7]1[C:13]2[CH:14]=[C:15]([O:20][CH3:21])[C:16]([O:18][CH3:19])=[CH:17][C:12]=2[CH2:11][CH2:10][CH2:9][N:8]1[CH:22]([C:26]1[CH:31]=[CH:30][CH:29]=[CH:28][CH:27]=1)[C:23]([NH:48][CH2:47][C:39]1[N:38]([CH3:37])[C:42]2[CH:43]=[CH:44][CH:45]=[CH:46][C:41]=2[N:40]=1)=[O:24]. Procedure details: prepared by reaction of [1-(3,4-dimethoxy-benzyl)-7,8-dimethoxy-1,3,4,5-tetrahydro-benzo[c]azepin-2-yl]-phenyl-acetic acid with C-(1-methyl-1H-benzoimidazol-2-yl)-methylamine.